From a dataset of the Open Reaction Database (ORD), a public repository of structured organic reaction records. describe an organic reaction: reactants, conditions, products, and yield Starting materials: O=O (Oxygen), C(C1=CC=CC=C1)OC(=O)N1[C@@H](C[C@H](C1)C1CCCCC1)CO ((2S-trans)-1-[(benzyloxy)carbonyl]-4-cyclohexyl-2-pyrrolidinemethanol), C([O-])(O)=O.[Na+] (sodium bicarbonate), O1CCOCC1 (dioxane). Reagents/catalysts: [Pt] (platinum black). The solvent is O (water). Yields the product C(C1=CC=CC=C1)OC(=O)N1[C@H](C(=O)O)C[C@H](C1)C1CCCCC1 ((trans)-1-[(benzyloxy)carbonyl]-4-cyclohexyl-L-proline). As a reaction SMILES: [CH2:1]([O:8][C:9]([N:11]1[CH2:15][C@H:14]([CH:16]2[CH2:21][CH2:20][CH2:19][CH2:18][CH2:17]2)[CH2:13][C@H:12]1[CH2:22][OH:23])=[O:10])[C:2]1[CH:7]=[CH:6][CH:5]=[CH:4][CH:3]=1.C(=O)(O)[O-:25].[Na+].O1CCOCC1.O=O>[Pt].O>[CH2:1]([O:8][C:9]([N:11]1[CH2:15][C@H:14]([CH:16]2[CH2:17][CH2:18][CH2:19][CH2:20][CH2:21]2)[CH2:13][C@H:12]1[C:22]([OH:25])=[O:23])=[O:10])[C:2]1[CH:7]=[CH:6][CH:5]=[CH:4][CH:3]=1 |f:1.2|. Procedure: To a mixture of (2S-trans)-1-[(benzyloxy)carbonyl]-4-cyclohexyl-2-pyrrolidinemethanol (0.65 g), sodium bicarbonate (0.5 g), dioxane (20 ml), and water (20 ml) was added freshly prepared platinum black (prepared by hydrogenating 0.3 g of platinum oxide). Oxygen was passed through the solution at room temperature for 16 hours with vigorous stirring. Filtration and acidification, followed by extractive work-up yielded (trans)-1-[(benzyloxy)carbonyl]-4-cyclohexyl-L-proline as a glassy solid. This co... As a reaction SMILES: C(OC([C:6]1[CH:11]=[CH:10][C:9]([N:12]2[CH2:17][CH2:16][C:15](=O)[CH2:14][CH2:13]2)=[CH:8][CH:7]=1)=O)C.[NH2:19][CH2:20][C@@H:21]([C:23]1[CH:24]=[CH:25][C:26]([OH:34])=[C:27]([NH:29][S:30]([CH3:33])(=[O:32])=[O:31])[CH:28]=1)[OH:22].C(O[BH-](O[C:45](=[O:47])[CH3:46])OC(=O)C)(=O)C.[Na+].[C:49](=O)(O)[O-:50].[Na+]>CN(C)C=O.C(O)(=O)C>[CH2:45]([O:47][C:49](=[O:50])[C:8]1[CH:7]=[CH:6][CH:11]=[CH:10][C:9]=1[N:12]1[CH2:13][CH2:14][CH:15]([NH:19][CH2:20][C@H:21]([OH:22])[C:23]2[CH:24]=[CH:25][C:26]([OH:34])=[C:27]([NH:29][S:30]([CH3:33])(=[O:32])=[O:31])[CH:28]=2)[CH2:16][CH2:17]1)[CH3:46] |f:2.3,4.5|. Solvent: C(C)(=O)O (acetic acid), CN(C=O)C (dimethylformamide). Procedure details: 1-(4-Ethoxycarbonylphenyl)-4-piperidone (Taylor, E. C., Skotnicki, J. S. Synthesis, 1981, 606) (0.29 g, 1.2 mmol) and N-[5-(2-amino-(1R)-1-hydroxy-ethyl)-2-hydroxy-phenyl]-methanesulfonamide (which was obtained in Example 10) (0.29 g, 1.2 mmol) were mixed in dimethylformamide (10 mL) and then treated with sodium triacetoxyborohydride (1.01 g, 4.7 mmol) and acetic acid (0.5 mL). After stirring at room temperature under a nitrogen atmosphere for 15 hours the mixture was poured into a saturated aqu... Product: C(C)OC(C1=C(C=CC=C1)N1CCC(CC1)NC[C@@H](C1=CC(=C(C=C1)O)NS(=O)(=O)C)O)=O ({4-[(2R)-2-Hydroxy-2-(4-hydroxy-3-methanesulfonylamino-phenyl)-ethylamino]-piperidine-1-yl}-benzoic acid ethyl ester). Run at time 15 hour. The yield is 50.0%. Starting materials: C(C)(=O)O[BH-](OC(C)=O)OC(C)=O.[Na+] (sodium triacetoxyborohydride), C([O-])(O)=O.[Na+] (sodium bicarbonate), C(C)OC(=O)C1=CC=C(C=C1)N1CCC(CC1)=O (1-(4-Ethoxycarbonylphenyl)-4-piperidone), NC[C@H](O)C=1C=CC(=C(C1)NS(=O)(=O)C)O (N-[5-(2-amino-(1R)-1-hydroxy-ethyl)-2-hydroxy-phenyl]-methanesulfonamide).